describe an organic reaction: reactants, conditions, products, and yield From a dataset of the Open Reaction Database (ORD), a public repository of structured organic reaction records. The reactants are C(C1=CC=CC=C1)N[C@H]1[C@@]2(C[C@H]([C@H](CC1)N2CC2=CC=CC=C2)S(=O)(=O)C2=CC=CC=C2)C2=CC=CC=C2 ((1R*,2R*,5S*,6R*)-2-benzylamino-8-benzyl-1-phenyl-6-phenylsulphonyl-8-azabicyclo[3.2.1]octane), [H][H] (hydrogen). Reagents/catalysts: [Pd] (palladium on activated charcoal). The solvent is CO (methanol), C(C)(=O)O (acetic acid). Product: N[C@H]1[C@@]2(C[C@H]([C@H](CC1)N2CC2=CC=CC=C2)S(=O)(=O)C2=CC=CC=C2)C2=CC=CC=C2 ((1R*,2R*,5S*,6R*)-2-amino-8-benzyl-1-phenyl-6-phenylsulphonyl-8-azabicyclo[3.2.1]octane). Isolated yield 48.8%. RXN SMILES: C([NH:8][C@@H:9]1[CH2:15][CH2:14][C@@H:13]2[N:16]([CH2:17][C:18]3[CH:23]=[CH:22][CH:21]=[CH:20][CH:19]=3)[C@@:10]1([C:33]1[CH:38]=[CH:37][CH:36]=[CH:35][CH:34]=1)[CH2:11][C@H:12]2[S:24]([C:27]1[CH:32]=[CH:31][CH:30]=[CH:29][CH:28]=1)(=[O:26])=[O:25])C1C=CC=CC=1.[H][H]>CO.C(O)(=O)C.[Pd]>[NH2:8][C@@H:9]1[CH2:15][CH2:14][C@@H:13]2[N:16]([CH2:17][C:18]3[CH:19]=[CH:20][CH:21]=[CH:22][CH:23]=3)[C@@:10]1([C:33]1[CH:38]=[CH:37][CH:36]=[CH:35][CH:34]=1)[CH2:11][C@H:12]2[S:24]([C:27]1[CH:28]=[CH:29][CH:30]=[CH:31][CH:32]=1)(=[O:26])=[O:25]. Procedure details: (1R*,2R*,5S*,6R*)-2-benzylamino-8-benzyl-1-phenyl-6-phenylsulphonyl-8-azabicyclo[3.2.1]octane (Description 4; 8.34 g, 16 mmol) was dissolved in methanol (150 mL) and acetic acid (150 mL), then treated with 10% palladium on activated charcoal (2 g). The suspension was then hydrogenated at 50 psi hydrogen for 16 hours, then filtered. The filtrate was concentrated in vacuo, and the oil remaining suspended in saturated aqueous sodium hydrogen carbonate solution (250 mL). This was extracted with ethy... Reactants: BrCCCCCC1=CC(=NO1)C (5-(5-bromopentyl)-3-methylisoxazole), C([O-])([O-])=O.[K+].[K+] (potassium carbonate), C(=O)=O (CO2), Cl.ClC1=C(C(=CC(=C1)C=1OCCN1)Cl)O (2,6-dichloro-4-(4,5-dihydro-2-oxazolyl)phenol hydrochloride). The solvent is CN(C=O)C (dimethylformamide). Reaction conditions: temperature 70 celsius, time 5 minute. Product: ClC1=C(OCCCCCC2=CC(=NO2)C)C(=CC(=C1)C=1OCCN1)Cl (5-{5-[2,6-dichloro-4-(4,5-dihydro-2-oxazolyl)phenoxy]pentyl}-3-methylisoxazole). Yield: 60.0%. RXN SMILES: C(=O)([O-])[O-].[K+].[K+].Cl.[Cl:8][C:9]1[CH:14]=[C:13]([C:15]2[O:16][CH2:17][CH2:18][N:19]=2)[CH:12]=[C:11]([Cl:20])[C:10]=1[OH:21].C(=O)=O.Br[CH2:26][CH2:27][CH2:28][CH2:29][CH2:30][C:31]1[O:35][N:34]=[C:33]([CH3:36])[CH:32]=1>CN(C)C=O>[Cl:8][C:9]1[CH:14]=[C:13]([C:15]2[O:16][CH2:17][CH2:18][N:19]=2)[CH:12]=[C:11]([Cl:20])[C:10]=1[O:21][CH2:26][CH2:27][CH2:28][CH2:29][CH2:30][C:31]1[O:35][N:34]=[C:33]([CH3:36])[CH:32]=1 |f:0.1.2,3.4|. Reported procedure: To a stirred suspension of milled potassium carbonate (172.5 gm, 1.25 moles) in 1.35 L dimethylformamide (DMF) was added 2,6-dichloro-4-(4,5-dihydro-2-oxazolyl)phenol hydrochloride (133.5 gm, 0.5 moles). Heavy gas evolution (CO2) occurred and the reaction was warmed on the steam bath to 70° C. After stirring for about 5 minutes, 5-(5-bromopentyl)-3-methylisoxazole (121.8 gm, 0.525 moles) was added in one portion. The mixture was heated to 90°-95° C. for 1 hr, allowed to cool to room temperature ... Starting materials: NC=1C(=NC=CN1)C#N (3-amino-2-pyrazinecarbonitrile), C(C)OCC(=N)N (2-ethoxyacetamidine). Solvent: C(C)O (ethanol). Yields the product NC1=NC(=NC2=NC=CN=C12)COCC (4-Amino-2-(ethoxymethyl)pteridine). RXN SMILES: [NH2:1][C:2]1[C:3]([C:8]#[N:9])=[N:4][CH:5]=[CH:6][N:7]=1.[CH2:10]([O:12][CH2:13][C:14](N)=[NH:15])[CH3:11]>C(O)C>[NH2:9][C:8]1[C:3]2[C:2](=[N:7][CH:6]=[CH:5][N:4]=2)[N:1]=[C:14]([CH2:13][O:12][CH2:10][CH3:11])[N:15]=1. Procedure details: A mixture of 36.0 g (0.30 mole) of 3-amino-2-pyrazinecarbonitrile [prepared according to A. Albert and K. Ohta, J. Chem. Soc. C, 1970, 1540] and 46.7 g of 2-ethoxyacetamidine in 700 ml of absolute ethanol is refluxed for 2 hours 30 minutes under a nitrogen atmosphere. After cooling, the precipitate obtained is isolated by filtration. It is purified by recrystallization from ethanol. Yld: 52.0 g (84%), m.p. 152°-154° C. Starting materials: ClC[C@H](CN1C(=NC=C1)[N+](=O)[O-])O ((S)-(+)-α-(chloromethyl)-2-nitro-1H-imidazole-1-ethanol), [OH-].[Na+] (sodium hydroxide). Product: [N+](=O)([O-])C=1N(C=CN1)C[C@@H]1OC1 ((S)-(-)-2-Nitro-1-(2-oxiranylmethyl)-1H-imidazole). Isolated yield 65.1%. As a reaction SMILES: Cl[CH2:2][C@@H:3]([OH:13])[CH2:4][N:5]1[CH:9]=[CH:8][N:7]=[C:6]1[N+:10]([O-:12])=[O:11].[OH-].[Na+]>>[N+:10]([C:6]1[N:5]([CH2:4][C@H:3]2[CH2:2][O:13]2)[CH:9]=[CH:8][N:7]=1)([O-:12])=[O:11] |f:1.2|. Procedure: Alternatively, reaction of 0.56 g of (S)-(+)-α-(chloromethyl)-2-nitro-1H-imidazole-1-ethanol with 3 mL of 10% aqueous sodium hydroxide at 25° C. for 30 minutes followed by further processing as above gives 0.3 g of the product. The reactants are C(C)(=O)OCC (ethyl acetate), C(=O)NC=1SC=C(N1)C(C(=O)O)=NOC (2-(2-Formamidothiazol-4-yl)-2-methoxyiminoacetic acid), NC1[C@@H]2N(C(=C(CS2)CS\C=C/C=2C=NC=CC2)C(=O)OC(C2=CC=CC=C2)C2=CC=CC=C2)C1=O (benzhydryl 7-amino-3-[(Z)-2-(3-pyridyl)vinylthiomethyl]-3-cephem-4-carboxylate), C[Si](C)(C)NC(N[Si](C)(C)C)=O (bis(trimethylsilyl)urea). Run in O (water), O1CCCC1 (tetrahydrofuran). Reaction conditions: temperature -20 celsius, time 30 minute. Yields the product C(=O)NC=1SC=C(N1)C(C(=O)NC1[C@@H]2N(C(=C(CS2)CS\C=C/C=2C=NC=CC2)C(=O)OC(C2=CC=CC=C2)C2=CC=CC=C2)C1=O)=NOC (benzhydryl 7-[2-(2-formamidothiazol-4-yl)-2-methoxyiminoacetamido]-3-[(Z)-2-(3-pyridyl)vinylthiomethyl]-3-cephem-4-carboxylate). Isolated yield 37.6%. RXN SMILES: [CH:1]([NH:3][C:4]1[S:5][CH:6]=[C:7]([C:9](=[N:13][O:14][CH3:15])[C:10]([OH:12])=O)[N:8]=1)=[O:2].[NH2:16][CH:17]1[C:50](=[O:51])[N:19]2[C:20]([C:34]([O:36][CH:37]([C:44]3[CH:49]=[CH:48][CH:47]=[CH:46][CH:45]=3)[C:38]3[CH:43]=[CH:42][CH:41]=[CH:40][CH:39]=3)=[O:35])=[C:21]([CH2:24][S:25]/[CH:26]=[CH:27]\[C:28]3[CH:29]=[N:30][CH:31]=[CH:32][CH:33]=3)[CH2:22][S:23][C@H:18]12.C[Si](NC(=O)N[Si](C)(C)C)(C)C.C(OCC)(=O)C>O1CCCC1.O>[CH:1]([NH:3][C:4]1[S:5][CH:6]=[C:7]([C:9](=[N:13][O:14][CH3:15])[C:10]([NH:16][CH:17]2[C:50](=[O:51])[N:19]3[C:20]([C:34]([O:36][CH:37]([C:44]4[CH:49]=[CH:48][CH:47]=[CH:46][CH:45]=4)[C:38]4[CH:39]=[CH:40][CH:41]=[CH:42][CH:43]=4)=[O:35])=[C:21]([CH2:24][S:25]/[CH:26]=[CH:27]\[C:28]4[CH:29]=[N:30][CH:31]=[CH:32][CH:33]=4)[CH2:22][S:23][C@H:18]23)=[O:12])[N:8]=1)=[O:2]. Reported procedure: 2-(2-Formamidothiazol-4-yl)-2-methoxyiminoacetic acid (syn isomer) (1.06 g) was added to the mixture at 0° C. The mixture was stirred for 30 minutes at the same temperature to give an activated acid solution. On the other hand, to the suspension of benzhydryl 7-amino-3-[(Z)-2-(3-pyridyl)vinylthiomethyl]-3-cephem-4-carboxylate (2.38 g) in tetrahydrofuran (30 ml) was added bis(trimethylsilyl)urea (2.8 g) at ambient temperature. The mixture was stirred at 48° C. for 30 minutes to give a clear solut... Starting materials: O1CCN(CC1)C(=O)N[C@@H](CC1=CC=CC=C1)C(=O)N([C@@H](CC1=CNC=N1)C(=O)N[C@@H](CC1CCCCC1)[C@H](CCC(C)C)O)C (2(S)-(N-morpholinocarbonyl-L-phenylalanyl-Nα -methyl-L-histidyl)amino-1-cyclohexyl-3(S)-hydroxy-6-methylheptane), Cl (hydrogenchloride). Solvent: C(C)O (ethanol), O1CCOCC1 (dioxane). Conditions: time 10 minute. Product: Cl.O1CCN(CC1)C(=O)N[C@@H](CC1=CC=CC=C1)C(=O)N([C@@H](CC1=CNC=N1)C(=O)N[C@@H](CC1CCCCC1)[C@H](CCC(C)C)O)C (2(S)-(N-morpholinocarbonyl-L-phenylalanyl-Nα -methyl-L-histidyl)amino-1-cyclohexyl-3(S)-hydroxy-6-methylheptane monohydrochloride). As a reaction SMILES: [O:1]1[CH2:6][CH2:5][N:4]([C:7]([NH:9][C@H:10]([C:18]([N:20]([CH3:46])[C@H:21]([C:28]([NH:30][C@H:31]([C@@H:39]([OH:45])[CH2:40][CH2:41][CH:42]([CH3:44])[CH3:43])[CH2:32][CH:33]2[CH2:38][CH2:37][CH2:36][CH2:35][CH2:34]2)=[O:29])[CH2:22][C:23]2[N:27]=[CH:26][NH:25][CH:24]=2)=[O:19])[CH2:11][C:12]2[CH:17]=[CH:16][CH:15]=[CH:14][CH:13]=2)=[O:8])[CH2:3][CH2:2]1.[ClH:47]>C(O)C.O1CCOCC1>[ClH:47].[O:1]1[CH2:6][CH2:5][N:4]([C:7]([NH:9][C@H:10]([C:18]([N:20]([CH3:46])[C@H:21]([C:28]([NH:30][C@H:31]([C@@H:39]([OH:45])[CH2:40][CH2:41][CH:42]([CH3:43])[CH3:44])[CH2:32][CH:33]2[CH2:38][CH2:37][CH2:36][CH2:35][CH2:34]2)=[O:29])[CH2:22][C:23]2[N:27]=[CH:26][NH:25][CH:24]=2)=[O:19])[CH2:11][C:12]2[CH:17]=[CH:16][CH:15]=[CH:14][CH:13]=2)=[O:8])[CH2:3][CH2:2]1 |f:4.5|. Procedure details: To a solution of 2(S)-(N-morpholinocarbonyl-L-phenylalanyl-Nα -methyl-L-histidyl)amino-1-cyclohexyl-3(S)-hydroxy-6-methylheptane (1.00 g) in ethanol (10 ml) which was cooled to 0° C., was added 4N hydrogenchloride in dioxane (0.47 ml). After the mixture was stirred at the same temperature for 10 minutes, the solvent was evaporated under reduced pressure. This residue was crystallized from ethanol (1 ml) and ethyl acetate (30 ml) to give 2(S)-(N-morpholinocarbonyl-L-phenylalanyl-Nα -methyl-L-hist... Starting materials: C(C1=CC=CC=C1)(=O)O[C@H]1[C@@H](O[C@@H]([C@@H]1OC(C1=CC=CC=C1)=O)C(=O)NCC)N1C2=NC(=NC(=C2N=C1)NCC(C1=CC=CC=C1)C1=CC=CC=C1)C(=O)OC (methyl 9-{(2R,3R,4R,5S)-3,4-bis(benzoyloxy)-5-[(ethylamino)carbonyl]-tetrahydro-2-furanyl}-6-[(2,2-diphenylethyl)amino]-9H-purine-2-carboxylate), C([O-])([O-])=O.[Na+].[Na+] (sodium carbonate). Run in CO (methanol). Reported procedure: A solution of methyl 9-{(2R,3R,4R,5S)-3,4-bis(benzoyloxy)-5-[(ethylamino)carbonyl]-tetrahydro-2-furanyl}-6-[(2,2-diphenylethyl)amino]-9H-purine-2-carboxylate (Preparation 8) (3.4 g, 4.5 mmol) and sodium carbonate (50 mg) in dry methanol (60 ml) was stirred at room temperature for four hours Solvent was removed under reduced pressure and the residue taken up in a mixture of dichloromethane:methanol (95:5, by volume, 60 ml). Inorganic salts were filtered off and the filtrate evaporated under reduc... Reaction SMILES: C([O:9][C@@H:10]1[C@@H:14]([O:15]C(=O)C2C=CC=CC=2)[C@@H:13]([C:24]([NH:26][CH2:27][CH3:28])=[O:25])[O:12][C@H:11]1[N:29]1[CH:37]=[N:36][C:35]2[C:30]1=[N:31][C:32]([C:53]([O:55][CH3:56])=[O:54])=[N:33][C:34]=2[NH:38][CH2:39][CH:40]([C:47]1[CH:52]=[CH:51][CH:50]=[CH:49][CH:48]=1)[C:41]1[CH:46]=[CH:45][CH:44]=[CH:43][CH:42]=1)(=O)C1C=CC=CC=1.C(=O)([O-])[O-].[Na+].[Na+]>CO>[C:47]1([CH:40]([C:41]2[CH:42]=[CH:43][CH:44]=[CH:45][CH:46]=2)[CH2:39][NH:38][C:34]2[N:33]=[C:32]([C:53]([O:55][CH3:56])=[O:54])[N:31]=[C:30]3[C:35]=2[N:36]=[CH:37][N:29]3[C@H:11]2[C@H:10]([OH:9])[C@@H:14]([OH:15])[C@@H:13]([C:24]([NH:26][CH2:27][CH3:28])=[O:25])[O:12]2)[CH:48]=[CH:49][CH:50]=[CH:51][CH:52]=1 |f:1.2.3|. Yield: 97.6%. The product is C1(=CC=CC=C1)C(CNC1=C2N=CN(C2=NC(=N1)C(=O)OC)[C@@H]1O[C@@H]([C@@H]([C@H]1O)O)C(=O)NCC)C1=CC=CC=C1 (Methyl 6-[(2,2-diphenylethyl)amino]-9{-(2R,3R,4R,5S)-5-[(ethylamino)carbonyl]-3,4-dihydroxytetrahydro-2-furanyl}-9H-purine-2-carboxylate). Reactants: COC(=O)C1CCc2nc(N)sc2C1, [Na+], [OH-], O=S(=O)(O)O. The product is Nc1nc2c(s1)CC(C(=O)O)CC2. As a reaction SMILES: [NH2:1][c:2]1[s:3][c:4]2[c:5]([n:6]1)[CH2:7][CH2:8][CH:9]([C:11](=[O:12])[O:13][CH3:14])[CH2:10]2.[Na+:16].[OH-:15].[S:17](=[O:18])(=[O:19])([OH:20])[OH:21]>>[NH2:1][c:2]1[s:3][c:4]2[c:5]([n:6]1)[CH2:7][CH2:8][CH:9]([C:11](=[O:12])[OH:13])[CH2:10]2. The reactants are N(=NC(=O)OC(C)C)C(=O)OC(C)C (Diisopropyl azodicarboxylate), NC1=C(C=C(C=C1)O)[N+](=O)[O-] (4-amino-3-nitrophenol), C1(=CC=CC=C1)P(C1=CC=CC=C1)C1=CC=CC=C1 (triphenylphosphine), alcohol, OCCN1CCOCC1 (N-(2-hydroxyethyl)morpholine). Solvent: O1CCCC1 (tetrahydrofuran). Reaction conditions: time 18 hour. Yields the product N1(CCOCC1)CCOC1=CC(=C(C=C1)N)[N+](=O)[O-] (4-(2-morpholin-4-ylethoxy)-2-nitrophenylamine). As a reaction SMILES: N(C(OC(C)C)=O)=NC(OC(C)C)=O.[NH2:15][C:16]1[CH:21]=[CH:20][C:19]([OH:22])=[CH:18][C:17]=1[N+:23]([O-:25])=[O:24].C1(P(C2C=CC=CC=2)C2C=CC=CC=2)C=CC=CC=1.O[CH2:46][CH2:47][N:48]1[CH2:53][CH2:52][O:51][CH2:50][CH2:49]1>O1CCCC1>[N:48]1([CH2:47][CH2:46][O:22][C:19]2[CH:20]=[CH:21][C:16]([NH2:15])=[C:17]([N+:23]([O-:25])=[O:24])[CH:18]=2)[CH2:53][CH2:52][O:51][CH2:50][CH2:49]1. Procedure: Diisopropyl azodicarboxylate (1.1 eq) was added dropwise to a stirred solution of 4-amino-3-nitrophenol (1.0 eq), triphenylphosphine (1.1 eq), and an alcohol, e.g. N-(2-hydroxyethyl)morpholine (1.0 eq), in tetrahydrofuran at 0° C. The mixture was allowed to warm to room temperature and stirred for 18 hours. The solvent was evaporated, and the product was purified by silica gel chromatography (98:2 CH2Cl2:methanol) to yield 4-(2-morpholin-4-ylethoxy)-2-nitrophenylamine as a dark reddish-brown oil...